Dataset: the Open Reaction Database (ORD), a public repository of structured organic reaction records. Task: describe an organic reaction: reactants, conditions, products, and yield Reactants: Oc1c(nc(Br)c2cccnc12)C(=O)NCc3ccc(F)cc3, CC1(C)OB(OC1(C)C)C2=CCCCC2. The reagents and catalysts are CCN=P(N=P(N(C)C)(N(C)C)N(C)C)(N(C)C)N(C)C (P2-Et), CC(C)c1cc(C(C)C)c(-c2ccccc2[PH](C(C)(C)C)(C(C)(C)C)[Pd]2(OS(C)(=O)=O)Nc3ccccc3-c3ccccc32)c(C(C)C)c1 (tBuXphos G3). The solvent is CS(C)=O (DMSO), O (water), CS(C)=O (DMSO), CS(C)=O (DMSO), CS(C)=O (DMSO). Conditions: time 22 hour. Product: Oc1c(nc(C2=CCCCC2)c3cccnc13)C(=O)NCc4ccc(F)cc4, Oc1c(nc(Br)c2cccnc12)C(=O)NCc3ccc(F)cc3, c1ccc(-c2ccccc2)cc1. Starting materials: ClC1=CC=C(N=N1)N1CCC(CC1)CCCO (1-(6-chloro-3-pyridazinyl)-4-piperidinepropanol), C(C)(=O)[O-].[Na+] (sodium acetate). Solvent: C(C)(=O)O (acetic acid). Reaction conditions: time 4 hour. Product: OCCCC1CCN(CC1)C=1C=CC(NN1)=O (6-[4-(3-hydroxypropyl)-1-piperidinyl]-3(2H)-pyridazinone). As a reaction SMILES: Cl[C:2]1[N:7]=[N:6][C:5]([N:8]2[CH2:13][CH2:12][CH:11]([CH2:14][CH2:15][CH2:16][OH:17])[CH2:10][CH2:9]2)=[CH:4][CH:3]=1.C([O-])(=[O:20])C.[Na+]>C(O)(=O)C>[OH:17][CH2:16][CH2:15][CH2:14][CH:11]1[CH2:12][CH2:13][N:8]([C:5]2[CH:4]=[CH:3][C:2](=[O:20])[NH:7][N:6]=2)[CH2:9][CH2:10]1 |f:1.2|. Procedure: A mixture of 6 parts of 1-(6-chloro-3-pyridazinyl)-4-piperidinepropanol, 1.9 parts of sodium acetate and 150 parts of acetic acid was stirred for 4 hours at reflex temperature. The reaction mixture was evaporated and the residue was taken up in 200 parts of a hydrochloric acid solution 10%. After stirring for 1 hour at reflux temperature, the whole was evaporated. The residue was taken up in water and treated with ammonium hydroxide. The product was extracted with dichloromethane. The extract wa...